This data is from the Open Reaction Database (ORD), a public repository of structured organic reaction records. The task is: describe an organic reaction: reactants, conditions, products, and yield Reactants: O=C([O-])[O-], COC(=O)c1cc2c(cc1Cl)C(NC(=O)OCc1ccccc1)CCS2, [K+], [K+]. Yields the product O=C(NC1CCSc2cc(C(=O)O)c(Cl)cc21)OCc1ccccc1. Reaction SMILES: [C:27](=[O:28])([O-:29])[O-:30].[CH3:1][O:2][C:3](=[O:4])[c:5]1[c:6]([Cl:26])[cH:7][c:8]2[c:13]([cH:14]1)[S:12][CH2:11][CH2:10][CH:9]2[NH:15][C:16](=[O:17])[O:18][CH2:19][c:20]1[cH:21][cH:22][cH:23][cH:24][cH:25]1.[K+:31].[K+:32]>>[O:2]=[C:3]([OH:4])[c:5]1[c:6]([Cl:26])[cH:7][c:8]2[c:13]([cH:14]1)[S:12][CH2:11][CH2:10][CH:9]2[NH:15][C:16](=[O:17])[O:18][CH2:19][c:20]1[cH:21][cH:22][cH:23][cH:24][cH:25]1. Reactants: CC=1C=C(C=C(C1)B1OC(C(O1)(C)C)(C)C)NC1=NC=CC(=N1)C(F)(F)F (N-[3-methyl-5-(4,4,5,5-tetramethyl-1,3,2-dioxaborolan-2-yl)phenyl]-4-(trifluoromethyl)pyrimidin-2-amine), BrC1=CN=C(S1)C1(CCC2(OCCO2)CC1)C#N (8-(5-bromo-1,3-thiazol-2-yl)-1,4-dioxaspiro[4.5]decane-8-carbonitrile), C([O-])([O-])=O.[Cs+].[Cs+] (cesium carbonate), CC(C)C1=CC(=C(C(=C1)C(C)C)C2=C(C=CC=C2)P(C3CCCCC3)C4CCCCC4)C(C)C (X-Phos). The reagents and catalysts are C=1C=CC(=CC1)/C=C/C(=O)/C=C/C2=CC=CC=C2.C=1C=CC(=CC1)/C=C/C(=O)/C=C/C2=CC=CC=C2.C=1C=CC(=CC1)/C=C/C(=O)/C=C/C2=CC=CC=C2.[Pd].[Pd] (Pd2(dba)3). Run at temperature 100 celsius. Product: CC=1C=C(C=C(C1)NC1=NC=CC(=N1)C(F)(F)F)C1=CN=C(S1)C1(CCC2(OCCO2)CC1)C#N (8-[5-(3-methyl-5-{[4-(trifluoromethyl)pyrimidin-2-yl]amino}phenyl)-1,3-thiazol-2-yl]-1,4-dioxaspiro[4.5]decane-8-carbonitrile). Isolated yield 79.4%. RXN SMILES: [CH3:1][C:2]1[CH:3]=[C:4]([NH:17][C:18]2[N:23]=[C:22]([C:24]([F:27])([F:26])[F:25])[CH:21]=[CH:20][N:19]=2)[CH:5]=[C:6](B2OC(C)(C)C(C)(C)O2)[CH:7]=1.Br[C:29]1[S:33][C:32]([C:34]2([C:44]#[N:45])[CH2:43][CH2:42][C:37]3([O:41][CH2:40][CH2:39][O:38]3)[CH2:36][CH2:35]2)=[N:31][CH:30]=1.C(=O)([O-])[O-].[Cs+].[Cs+].CC(C1C=C(C(C)C)C(C2C=CC=CC=2P(C2CCCCC2)C2CCCCC2)=C(C(C)C)C=1)C>C1C=CC(/C=C/C(/C=C/C2C=CC=CC=2)=O)=CC=1.C1C=CC(/C=C/C(/C=C/C2C=CC=CC=2)=O)=CC=1.C1C=CC(/C=C/C(/C=C/C2C=CC=CC=2)=O)=CC=1.[Pd].[Pd]>[CH3:1][C:2]1[CH:7]=[C:6]([C:29]2[S:33][C:32]([C:34]3([C:44]#[N:45])[CH2:43][CH2:42][C:37]4([O:41][CH2:40][CH2:39][O:38]4)[CH2:36][CH2:35]3)=[N:31][CH:30]=2)[CH:5]=[C:4]([NH:17][C:18]2[N:23]=[C:22]([C:24]([F:27])([F:25])[F:26])[CH:21]=[CH:20][N:19]=2)[CH:3]=1 |f:2.3.4,6.7.8.9.10|. Procedure details: N-[3-methyl-5-(4,4,5,5-tetramethyl-1,3,2-dioxaborolan-2-yl)phenyl]-4-(trifluoromethyl)pyrimidin-2-amine (1.60 g, 4.22 mmol), 8-(5-bromo-1,3-thiazol-2-yl)-1,4-dioxaspiro[4.5]decane-8-carbonitrile (1.40 g, 4.22 mmol), cesium carbonate (4.12 g, 12.6 mmol), Pd2(dba)3 (193 mg, 0.21 mmol) and X-Phos (201 mg, 0.42 mmol) were added to a flame-dried flask, deoxygenated, and diluted with anhydrous 1,4-dioxane (15 ml) and water (1.5 ml). The resulting dark mixture was heated to 100° C. for 5 h. The reactio... Starting materials: Fc1cc(Cl)ccc1Br, O=C([O-])[O-], C1COCCO1, COC(=O)c1ccc(C)c(C(=O)c2ccc(N)cc2Cl)c1, CC(C)c1cc(C(C)C)c(-c2ccccc2P(C2CCCCC2)C2CCCCC2)c(C(C)C)c1, [Cs+], [Cs+], CC(=O)[O-], CC(=O)[O-], [Pd+2]. The product is COC(=O)c1ccc(C)c(C(=O)c2ccc(Nc3ccc(Cl)cc3F)cc2Cl)c1. Reaction SMILES: [Br:1][c:2]1[c:3]([F:9])[cH:4][c:5]([Cl:8])[cH:6][cH:7]1.[C:65](=[O:66])([O-:67])[O-:68].[CH2:71]1[O:72][CH2:73][CH2:74][O:75][CH2:76]1.[CH3:10][O:11][C:12]([c:13]1[cH:14][c:15]([C:20]([c:21]2[c:22]([Cl:28])[cH:23][c:24]([NH2:27])[cH:25][cH:26]2)=[O:29])[c:16]([CH3:19])[cH:17][cH:18]1)=[O:30].[CH:31]1([P:32]([CH:33]2[CH2:34][CH2:35][CH2:36][CH2:37][CH2:38]2)[c:39]2[cH:40][cH:41][cH:42][cH:43][c:44]2-[c:45]2[c:46]([CH:47]([CH3:48])[CH3:49])[cH:50][c:51]([CH:52]([CH3:53])[CH3:54])[cH:55][c:56]2[CH:57]([CH3:58])[CH3:59])[CH2:60][CH2:61][CH2:62][CH2:63][CH2:64]1.[Cs+:69].[Cs+:70].[O-:78][C:79]([CH3:80])=[O:81].[O-:82][C:83]([CH3:84])=[O:85].[Pd+2:77]>>[c:2]1([NH:27][c:24]2[cH:23][c:22]([Cl:28])[c:21]([C:20]([c:15]3[cH:14][c:13]([C:12]([O:11][CH3:10])=[O:30])[cH:18][cH:17][c:16]3[CH3:19])=[O:29])[cH:26][cH:25]2)[c:3]([F:9])[cH:4][c:5]([Cl:8])[cH:6][cH:7]1. Starting materials: ClCC1=C(OCC=2N=C(OC2C)C2=CC=CC=C2)C=CC=C1 (4-(2-chloromethylphenoxymethyl)-5-methyl-2-phenyloxazole), OC=1C=C(C=CC1)CC(=O)OC (methyl 2-(3-hydroxyphenyl)acetate), C([O-])([O-])=O.[K+].[K+] (potassium carbonate), CN(C=O)C (N,N-dimethylformamide). Run in O (water). Conditions: temperature 80 celsius, time 5 hour. Yields the product CC1=C(N=C(O1)C1=CC=CC=C1)COC1=C(COC=2C=C(C=CC2)CC(=O)O)C=CC=C1 (2-[3-[2-[(5-methyl-2-phenyl-4-oxazolyl)methoxy]benzyloxy]phenyl]acetic acid). Isolated yield 88.3%. Reaction SMILES: Cl[CH2:2][C:3]1[CH:22]=[CH:21][CH:20]=[CH:19][C:4]=1[O:5][CH2:6][C:7]1[N:8]=[C:9]([C:13]2[CH:18]=[CH:17][CH:16]=[CH:15][CH:14]=2)[O:10][C:11]=1[CH3:12].[OH:23][C:24]1[CH:25]=[C:26]([CH2:30][C:31]([O:33]C)=[O:32])[CH:27]=[CH:28][CH:29]=1.C(=O)([O-])[O-].[K+].[K+].CN(C)C=O>O>[CH3:12][C:11]1[O:10][C:9]([C:13]2[CH:18]=[CH:17][CH:16]=[CH:15][CH:14]=2)=[N:8][C:7]=1[CH2:6][O:5][C:4]1[CH:19]=[CH:20][CH:21]=[CH:22][C:3]=1[CH2:2][O:23][C:24]1[CH:25]=[C:26]([CH2:30][C:31]([OH:33])=[O:32])[CH:27]=[CH:28][CH:29]=1 |f:2.3.4|. Reported procedure: A mixture of 4-(2-chloromethylphenoxymethyl)-5-methyl-2-phenyloxazole (1.21 g), methyl 2-(3-hydroxyphenyl)acetate (0.60 g), anhydrous potassium carbonate (0.65 g) and N,N-dimethylformamide (10 mL) was stirred at 80° C. for 5 hrs. The reaction mixture was poured into water and extracted with ethyl acetate. The organic layer was washed successively with dilute hydrochloric acid and saturated brine, dried over anhydrous magnesium sulfate and concentrated. The obtained residue was subjected to silic... The reactants are [OH-].[Na+] (NaOH), [NH4+].[Cl-] (NH4Cl), ClC1=C(C(=O)Cl)C(=CC(=C1)Cl)Cl (2,4,6-trichlorobenzoyl chloride), C(C)(C)C1=CC=CC(=N1)CN1N=CC=2C(=CC=CC12)N (1-((6-Isopropylpyridin-2-yl)methyl)-1H-indazol-4-amine), CN1CCN(CC1)CCOC1=CC=2N(C=C1)C(=CN2)C(=O)[O-].[Li+] (lithium 7-(2-(4-methylpiperazin-1-yl)ethoxy)imidazo[1,2-a]pyridine-3-carboxylate). Run in O (H2O), O (H2O), CN1CCCC1=O (NMP). Conditions: temperature 0 celsius, time 30 minute. Yields the product C(C)(C)C1=CC=CC(=N1)CN1N=CC2=C(C=CC=C12)NC(=O)C1=CN=C2N1C=CC(=C2)OCCN2CCN(CC2)C (N-(1-((6-isopropylpyridin-2-yl)methyl)-1H-indazol-4-yl)-7-(2-(4-methylpiperazin-1-yl)ethoxy)imidazo[1,2-a]pyridine-3-carboxamide). The yield is 15.0%. Reaction SMILES: [CH3:1][N:2]1[CH2:7][CH2:6][N:5]([CH2:8][CH2:9][O:10][C:11]2[CH:16]=[CH:15][N:14]3[C:17]([C:20]([O-])=[O:21])=[CH:18][N:19]=[C:13]3[CH:12]=2)[CH2:4][CH2:3]1.[Li+].ClC1C=C(Cl)C=C(Cl)C=1C(Cl)=O.[CH:36]([C:39]1[N:44]=[C:43]([CH2:45][N:46]2[C:54]3[CH:53]=[CH:52][CH:51]=[C:50]([NH2:55])[C:49]=3[CH:48]=[N:47]2)[CH:42]=[CH:41][CH:40]=1)([CH3:38])[CH3:37].[OH-].[Na+].[NH4+].[Cl-]>O.CN1C(=O)CCC1>[CH:36]([C:39]1[N:44]=[C:43]([CH2:45][N:46]2[C:54]3[C:49](=[C:50]([NH:55][C:20]([C:17]4[N:14]5[CH:15]=[CH:16][C:11]([O:10][CH2:9][CH2:8][N:5]6[CH2:4][CH2:3][N:2]([CH3:1])[CH2:7][CH2:6]6)=[CH:12][C:13]5=[N:19][CH:18]=4)=[O:21])[CH:51]=[CH:52][CH:53]=3)[CH:48]=[N:47]2)[CH:42]=[CH:41][CH:40]=1)([CH3:38])[CH3:37] |f:0.1,4.5,6.7|. Reported procedure: To lithium 7-(2-(4-methylpiperazin-1-yl)ethoxy)imidazo[1,2-a]pyridine-3-carboxylate (188 mg, 0.595 mmol) was added NMP (5 mL, distilled over oven dried MgSO4 directly into the 25 mL flask charged with the lithium salt). A heat gun was used to dissolve the starting material. The flask was cooled to 0° C. and 2,4,6-trichlorobenzoyl chloride (94.2 μL, 0.590 mmol) was added drop-wise. The cold bath was removed after addition was complete, and the reaction mixture was stirred for another hour. The re... The reactants are Sc1ccc(Br)cc1, CCO, Nc1cc(Cl)ccc1[N+](=O)[O-], [Na]. The product is Nc1cc(Sc2ccc(Br)cc2)ccc1[N+](=O)[O-]. Reaction SMILES: [Br:2][c:3]1[cH:4][cH:5][c:6]([SH:9])[cH:7][cH:8]1.[CH3:21][CH2:22][OH:23].[Cl:10][c:11]1[cH:12][cH:13][c:14]([N+:18](=[O:19])[O-:20])[c:15]([NH2:16])[cH:17]1.[Na:1]>>[Br:2][c:3]1[cH:4][cH:5][c:6]([S:9][c:11]2[cH:12][cH:13][c:14]([N+:18](=[O:19])[O-:20])[c:15]([NH2:16])[cH:17]2)[cH:7][cH:8]1. The reactants are FC=1C=CC(=C(C1)CC(C)NC1=C(C(NC=C1)=O)C1=NC=2C(=CC=3C(N(C(C3C2)=O)C)=O)N1)C (2-(4-(1-(5-Fluoro-2-methylphenyl)propan-2-ylamino)-2-oxo-1,2-dihydropyridin-3-yl)-6-methylimidazo[4,5-f]isoindole-5,7(1H,6H)-dione). Reagents/catalysts: [Zn] (zinc). Solvent: C(C)(=O)O (acetic acid). Product: FC=1C=CC(=C(C1)CC(C)NC1=C(C(NC=C1)=O)C1=NC=2C(=CC=3CN(C(C3C2)=O)C)N1)C (2-(4-(1-(5-Fluoro-2-methylphenyl)propan-2-ylamino)-2-oxo-1,2-dihydropyridin-3-yl)-6-methyl-6,7-dihydroimidazo[4,5-f]isoindol-5(1H)-one). Isolated yield 82.8%. RXN SMILES: [F:1][C:2]1[CH:3]=[CH:4][C:5]([CH3:34])=[C:6]([CH2:8][CH:9]([NH:11][C:12]2[CH:17]=[CH:16][NH:15][C:14](=[O:18])[C:13]=2[C:19]2[NH:33][C:22]3=[CH:23][C:24]4[C:25](=[O:32])[N:26]([CH3:31])[C:27](=O)[C:28]=4[CH:29]=[C:21]3[N:20]=2)[CH3:10])[CH:7]=1>C(O)(=O)C.[Zn]>[F:1][C:2]1[CH:3]=[CH:4][C:5]([CH3:34])=[C:6]([CH2:8][CH:9]([NH:11][C:12]2[CH:17]=[CH:16][NH:15][C:14](=[O:18])[C:13]=2[C:19]2[NH:20][C:21]3=[CH:29][C:28]4[CH2:27][N:26]([CH3:31])[C:25](=[O:32])[C:24]=4[CH:23]=[C:22]3[N:33]=2)[CH3:10])[CH:7]=1. Reported procedure: 2-(4-(1-(5-Fluoro-2-methylphenyl)propan-2-ylamino)-2-oxo-1,2-dihydropyridin-3-yl)-6-methylimidazo[4,5-f]isoindole-5,7(1H,6H)-dione (0.35 g, 0.76 mmol) and zinc powder (1.20 g, 18.28 mmol) were suspended in acetic acid (30 mL). The reaction mixture was stirred and heated to reflux overnight under argon. Then, the solvent was removed under reduced pressure. The residue solid was stirred in 100 mL of saturated K2CO3 solution. The white solid was filtered out, dried under vacuum and extracted with C... The reactants are O1CCOC2=C1C=CC=C2N2CCN(CC2)C2CC1=CC=CC=C1C2 (4-(benzodioxan-5-yl)-1-(indan-2-yl)-piperazine), S(=O)(=O)(OC1CC2=CC=CC=C2C1)C1=CC=C(C)C=C1 (indan-2-yl tosylate). The product is O1CCOC2=C1C=CC=C2N2CCNCC2 (N-(benzodioxan-5-yl)piperazine). Yield: 11.0%. RXN SMILES: [O:1]1[C:6]2[CH:7]=[CH:8][CH:9]=[C:10]([N:11]3[CH2:16][CH2:15][N:14](C4CC5C(=CC=CC=5)C4)[CH2:13][CH2:12]3)[C:5]=2[O:4][CH2:3][CH2:2]1.S(C1C=CC(C)=CC=1)(OC1CC2C(=CC=CC=2)C1)(=O)=O>>[O:1]1[C:6]2[CH:7]=[CH:8][CH:9]=[C:10]([N:11]3[CH2:16][CH2:15][NH:14][CH2:13][CH2:12]3)[C:5]=2[O:4][CH2:3][CH2:2]1. Procedure: 4-(benzodioxan-5-yl)-1-(indan-2-yl)-piperazine, m.p. (M.K): 168°-171° C., from indan-2-yl tosylate [cf. Bull. Soc. Chem. (1962), p. 51] and N-(benzodioxan-5-yl)piperazine (yield: 11%). Starting materials: COC(=O)C(Br)c1ccc(Oc2ccc(Cl)cc2)cc1, Oc1ccc2c(c1)CCC2, C[O-], CO, [I-], [K+], [Na+], O, c1ccccc1. Product: COC(=O)C(Oc1ccc2c(c1)CCC2)c1ccc(Oc2ccc(Cl)cc2)cc1. Reaction SMILES: [Br:16][CH:17]([C:18](=[O:19])[O:20][CH3:21])[c:22]1[cH:23][cH:24][c:25]([O:28][c:29]2[cH:30][cH:31][c:32]([Cl:35])[cH:33][cH:34]2)[cH:26][cH:27]1.[CH2:1]1[CH2:2][CH2:3][c:4]2[cH:5][c:6]([OH:10])[cH:7][cH:8][c:9]21.[CH3:11][O-:12].[CH3:36][OH:37].[I-:15].[K+:14].[Na+:13].[OH2:44].[cH:38]1[cH:39][cH:40][cH:41][cH:42][cH:43]1>>[CH2:1]1[CH2:2][CH2:3][c:4]2[cH:5][c:6]([O:10][CH:17]([C:18](=[O:19])[O:20][CH3:21])[c:22]3[cH:23][cH:24][c:25]([O:28][c:29]4[cH:30][cH:31][c:32]([Cl:35])[cH:33][cH:34]4)[cH:26][cH:27]3)[cH:7][cH:8][c:9]21. The reactants are Cn1cc(Br)cc(Br)c1=O, O=C([O-])[O-], C1COCCO1, [Cs+], [Cs+], CC(C)(C)OC(=O)N1CCC(c2ccc(N)nc2)CC1, O=C(C=Cc1ccccc1)C=Cc1ccccc1, O=C(C=Cc1ccccc1)C=Cc1ccccc1, O=C(C=Cc1ccccc1)C=Cc1ccccc1, [Pd], [Pd]. The product is Cn1cc(Br)cc(Nc2ccc(C3CCN(C(=O)OC(C)(C)C)CC3)cn2)c1=O. Reaction SMILES: [Br:21][c:22]1[c:23](=[O:30])[n:24]([CH3:29])[cH:25][c:26]([Br:28])[cH:27]1.[C:31](=[O:32])([O-:33])[O-:34].[CH2:93]1[O:94][CH2:95][CH2:96][O:97][CH2:98]1.[Cs+:35].[Cs+:36].[NH2:1][c:2]1[cH:3][cH:4][c:5]([CH:8]2[CH2:9][CH2:10][N:11]([C:14](=[O:15])[O:16][C:17]([CH3:18])([CH3:19])[CH3:20])[CH2:12][CH2:13]2)[cH:6][n:7]1.[O:39]=[C:40]([CH:41]=[CH:42][c:43]1[cH:44][cH:45][cH:46][cH:47][cH:48]1)[CH:49]=[CH:50][c:51]1[cH:52][cH:53][cH:54][cH:55][cH:56]1.[O:57]=[C:58]([CH:59]=[CH:60][c:61]1[cH:62][cH:63][cH:64][cH:65][cH:66]1)[CH:67]=[CH:68][c:69]1[cH:70][cH:71][cH:72][cH:73][cH:74]1.[O:75]=[C:76]([CH:77]=[CH:78][c:79]1[cH:80][cH:81][cH:82][cH:83][cH:84]1)[CH:85]=[CH:86][c:87]1[cH:88][cH:89][cH:90][cH:91][cH:92]1.[Pd:37].[Pd:38]>>[NH:1]([c:2]1[cH:3][cH:4][c:5]([CH:8]2[CH2:9][CH2:10][N:11]([C:14](=[O:15])[O:16][C:17]([CH3:18])([CH3:19])[CH3:20])[CH2:12][CH2:13]2)[cH:6][n:7]1)[c:22]1[c:23](=[O:30])[n:24]([CH3:29])[cH:25][c:26]([Br:28])[cH:27]1.